This data is from the Open Reaction Database (ORD), a public repository of structured organic reaction records. The task is: describe an organic reaction: reactants, conditions, products, and yield Starting materials: FC=1C=CC(=C(C1)C(C)=O)O (5′-Fluoro-2′-hydroxyacetophenone), ICC(=O)OCC (ethyl iodoacetate), C([O-])([O-])=O.[K+].[K+] (potassium carbonate). Run in CC(=O)C (acetone). Reaction conditions: time 8 hour. The product is C(C)OC(COC1=C(C=C(C=C1)F)C(C)=O)=O (Ethyl(2-acetyl-4-fluorophenoxy)acetate). As a reaction SMILES: [F:1][C:2]1[CH:3]=[CH:4][C:5]([OH:11])=[C:6]([C:8](=[O:10])[CH3:9])[CH:7]=1.I[CH2:13][C:14]([O:16][CH2:17][CH3:18])=[O:15].C(=O)([O-])[O-].[K+].[K+]>CC(C)=O>[CH2:17]([O:16][C:14](=[O:15])[CH2:13][O:11][C:5]1[CH:4]=[CH:3][C:2]([F:1])=[CH:7][C:6]=1[C:8](=[O:10])[CH3:9])[CH3:18] |f:2.3.4|. Procedure details: 5′-Fluoro-2′-hydroxyacetophenone 2.0 g, ethyl iodoacetate 4.16 g and potassium carbonate 2.7 g were added to acetone 43 ml in a nitrogen atmosphere, and the mixture was stirred overnight under reflux with heating. After cooled to room temperature, the potassium carbonate was filtered off through Celite, and the filtrate was partitioned by adding water and ethyl acetate. The organic layer was washed with water and then with brine, dried over magnesium sulfate anhydride, and evaporated. The residu... Procedure details: The title compound was prepared using the procedure for Example 102 with diethyl (4-{[4-chloro-5-(trifluoromethyl) pyrimidin-2-yl]amino}-3-methoxybenzyl)phosphonate and Compound 109A. MS (ES+): m/z 663.51 (100) [MH+]; HPLC: tR=0.74 min (UPLC, purity). The product is COC=1C=C(CP(OCC)(OCC)=O)C=CC1NC1=NC=C(C(=N1)NC1=C2C(N(CC2=C(C=C1)CN1CCCC1)C)=O)C(F)(F)F (Diethyl (3-methoxy-4-{[4-{[2-methyl-3-oxo-7-(pyrrolidin-1-ylmethyl)-2,3-dihydro-1H-isoindol-4-yl]amino}-5-(trifluoromethyl)pyrimidin-2-yl]amino}benzyl)phosphonate). RXN SMILES: Cl[C:2]1[C:7]([C:8]([F:11])([F:10])[F:9])=[CH:6][N:5]=[C:4]([NH:12][C:13]2[CH:27]=[CH:26][C:16]([CH2:17][P:18](=[O:25])([O:22][CH2:23][CH3:24])[O:19][CH2:20][CH3:21])=[CH:15][C:14]=2[O:28][CH3:29])[N:3]=1.[NH2:30][C:31]1[CH:32]=[CH:33][C:34]([CH2:42][N:43]2[CH2:47][CH2:46][CH2:45][CH2:44]2)=[C:35]2[C:39]=1[C:38](=[O:40])[N:37]([CH3:41])[CH2:36]2>>[CH3:29][O:28][C:14]1[CH:15]=[C:16]([CH:26]=[CH:27][C:13]=1[NH:12][C:4]1[N:3]=[C:2]([NH:30][C:31]2[CH:32]=[CH:33][C:34]([CH2:42][N:43]3[CH2:47][CH2:46][CH2:45][CH2:44]3)=[C:35]3[C:39]=2[C:38](=[O:40])[N:37]([CH3:41])[CH2:36]3)[C:7]([C:8]([F:11])([F:10])[F:9])=[CH:6][N:5]=1)[CH2:17][P:18](=[O:25])([O:22][CH2:23][CH3:24])[O:19][CH2:20][CH3:21]. Starting materials: ClC1=NC(=NC=C1C(F)(F)F)NC1=C(C=C(CP(OCC)(OCC)=O)C=C1)OC (diethyl (4-{[4-chloro-5-(trifluoromethyl) pyrimidin-2-yl]amino}-3-methoxybenzyl)phosphonate), NC=1C=CC(=C2CN(C(C12)=O)C)CN1CCCC1 (7-Amino-2-methyl-4-(pyrrolidin-1-ylmethyl)-2,3-dihydro-1H-isoindol-1-one), ( 100 ). Reactants: O (water), yellow solid, [N+](=O)(O)[O-] (nitric acid), OC1=C(C=CC=C1)S(=O)(=O)N(C)C (2-hydroxy-N,N-dimethylbenzenesulfonamide). Solvent: C(C)(=O)O (acetic acid), [Cl-].[Na+].O (brine). Yields the product OC1=C(C=CC=C1[N+](=O)[O-])S(=O)(=O)N(C)C (2-Hydroxy-N,N-dimethyl-3-nitrobenzenesulfonamide). Yield: 22.0%. RXN SMILES: [N+:1]([O-:4])(O)=[O:2].[OH:5][C:6]1[CH:11]=[CH:10][CH:9]=[CH:8][C:7]=1[S:12]([N:15]([CH3:17])[CH3:16])(=[O:14])=[O:13].O>C(O)(=O)C.[Cl-].[Na+].O>[OH:5][C:6]1[C:11]([N+:1]([O-:4])=[O:2])=[CH:10][CH:9]=[CH:8][C:7]=1[S:12]([N:15]([CH3:17])[CH3:16])(=[O:14])=[O:13] |f:4.5.6|. Procedure details: 2.24 ml (47.4 mmol, 1.3 eq) of fuming nitric acid at 90% were added, over the course of 15 minutes, to a mixture of 7.17 g (35.6 mmol, 1 eq) of 2-hydroxy-N,N-dimethylbenzenesulfonamide in 35.5 ml of acetic acid in a bath at 5° C. The reaction medium was then stirred at ambient temperature. After one and a half hours, the reaction medium was hydrolyzed with water and brine. The reaction medium was then extracted with a 4/1 ethyl acetate/heptane mixture (2×100 ml). The organic phases were combined... Reactants: CC(C)[Si](C(C)C)(C(C)C)n1ccc2cc(C(=O)C3(Cc4ccccc4)CCN(C(=O)OC(C)(C)C)C3)ccc21, C1CCOC1, CCCC[N+](CCCC)(CCCC)CCCC, [F-]. The product is CC(C)(C)OC(=O)N1CCC(Cc2ccccc2)(C(=O)c2ccc3[nH]ccc3c2)C1. As a reaction SMILES: [C:19]([CH3:20])([CH3:21])([CH3:22])[O:23][C:24](=[O:25])[N:26]1[CH2:27][C:28]([C:31](=[O:32])[c:33]2[cH:34][c:35]3[cH:36][cH:37][n:38]([Si:42]([CH:43]([CH3:44])[CH3:45])([CH:46]([CH3:47])[CH3:48])[CH:49]([CH3:50])[CH3:51])[c:39]3[cH:40][cH:41]2)([CH2:52][c:53]2[cH:54][cH:55][cH:56][cH:57][cH:58]2)[CH2:29][CH2:30]1.[CH2:59]1[O:60][CH2:61][CH2:62][CH2:63]1.[CH3:2][CH2:3][CH2:4][CH2:5][N+:6]([CH2:7][CH2:8][CH2:9][CH3:10])([CH2:11][CH2:12][CH2:13][CH3:14])[CH2:15][CH2:16][CH2:17][CH3:18].[F-:1]>>[C:19]([CH3:20])([CH3:21])([CH3:22])[O:23][C:24](=[O:25])[N:26]1[CH2:27][C:28]([C:31](=[O:32])[c:33]2[cH:34][c:35]3[cH:36][cH:37][nH:38][c:39]3[cH:40][cH:41]2)([CH2:52][c:53]2[cH:54][cH:55][cH:56][cH:57][cH:58]2)[CH2:29][CH2:30]1. Starting materials: C(=O)(Cl)Cl (phosgene), C1(CCCC2=CC=CC=C12)N (1,2,3,4-tetrahydro-1-naphthylamine). Solvent: C1(=CC=CC=C1)C (toluene), C1=CC=CC=C1 (benzene). Run at time 8 hour. Product: C1(CCCC2=CC=CC=C12)N=C=O (1,2,3,4-Tetrahydro-1-naphthyl Isocyanate). The yield is 86.1%. Reaction SMILES: [C:1](Cl)(Cl)=[O:2].[CH:5]1([NH2:15])[C:14]2[C:9](=[CH:10][CH:11]=[CH:12][CH:13]=2)[CH2:8][CH2:7][CH2:6]1>C1(C)C=CC=CC=1.C1C=CC=CC=1>[CH:5]1([N:15]=[C:1]=[O:2])[C:14]2[C:9](=[CH:10][CH:11]=[CH:12][CH:13]=2)[CH2:8][CH2:7][CH2:6]1. Procedure details: To a stirred solution of 242.4 grams (2.46 moles) of phosgene in 200 ml of toluene and 600 ml of benzene is slowly added a solution of 119.9 grams (0.814 mole) of 1,2,3,4-tetrahydro-1-naphthylamine, while maintaining the reaction temperature at 10°C. to 15°C. The mixture is stirred overnight at room temperature and then heated to reflux under a nitrogen atmosphere. After 4 hours reflux, most of the solvent is distilled from the reaction at atmospheric pressure. The residual solvent is evaporated... Reactants: C(C)(C)(C)OC(=O)N[C@H]1C(N(CC1)C1=CC=CC2=CC=C(C=C12)O[Si](C)(C)C(C)(C)C)=O ((R)-3-(tert-butoxycarbonylamino)-1-[7-(tert-butyl-dimethylsilyloxy)naphthalen-1-yl]-2-oxopyrrolidine), COC=1C=CC(=CC1)P2(=S)SP(=S)(S2)C=3C=CC(=CC3)OC (Lawesson's Reagent). Run in C1(=CC=CC=C1)C (toluene). Run at temperature 80 celsius. Product: C(C)(C)(C)OC(=O)N[C@H]1C(N(CC1)C1=CC=CC2=CC=C(C=C12)O[Si](C)(C)C(C)(C)C)=S ((R)-3-(tert-Butoxycarbonylamino)-1-[7-(tert-butyldimethylsilyloxy) naphthalen-1-yl]-2-thioxopyrrolidine). RXN SMILES: [C:1]([O:5][C:6]([NH:8][C@@H:9]1[CH2:13][CH2:12][N:11]([C:14]2[C:23]3[C:18](=[CH:19][CH:20]=[C:21]([O:24][Si:25]([C:28]([CH3:31])([CH3:30])[CH3:29])([CH3:27])[CH3:26])[CH:22]=3)[CH:17]=[CH:16][CH:15]=2)[C:10]1=O)=[O:7])([CH3:4])([CH3:3])[CH3:2].COC1C=CC(P2(SP(C3C=CC(OC)=CC=3)(=S)S2)=[S:42])=CC=1>C1(C)C=CC=CC=1>[C:1]([O:5][C:6]([NH:8][C@@H:9]1[CH2:13][CH2:12][N:11]([C:14]2[C:23]3[C:18](=[CH:19][CH:20]=[C:21]([O:24][Si:25]([C:28]([CH3:31])([CH3:30])[CH3:29])([CH3:27])[CH3:26])[CH:22]=3)[CH:17]=[CH:16][CH:15]=2)[C:10]1=[S:42])=[O:7])([CH3:4])([CH3:3])[CH3:2]. Procedure details: A mixture of (R)-3-(tert-butoxycarbonylamino)-1-[7-(tert-butyl-dimethylsilyloxy)naphthalen-1-yl]-2-oxopyrrolidine, as described above in Step F, (113 mg, 0.247 mmol) and Lawesson's Reagent (50 mg, 0.124 mmol) in dry toluene (0.5 mL), under argon, was heated to 80° C. for 1 hour. The reaction mixture was allowed to cool, then poured directly onto a silica gel column and chromatographed, eluting with a gradient of hexane—5% to 25% EtOAc to yield the titled product as a clear oil. As a reaction SMILES: [O:1]=[C:2]1[CH:7]=[CH:6][C:5]([C:8]2[S:9][CH:10]=[CH:11][CH:12]=2)=[CH:4][N:3]1[CH2:13][CH2:14][NH:15]C(=O)OC(C)(C)C.C(O)(C(F)(F)F)=O>C(Cl)Cl>[NH2:15][CH2:14][CH2:13][N:3]1[CH:4]=[C:5]([C:8]2[S:9][CH:10]=[CH:11][CH:12]=2)[CH:6]=[CH:7][C:2]1=[O:1]. Reaction conditions: temperature 23 celsius, time 30 minute. Run in C(Cl)Cl (CH2Cl2). Procedure: To a solution of tert-butyl 2-(2-oxo-5-(thiophen-2-yl)pyridin-1(2H)-yl)ethylcarbamate (125 mg, 390 μmol) in CH2Cl2 (1 mL) was added TFA (5 mL) and stirred for 30 min at 23° C. Solvents removed under reduced pressure and residue partioned between CH2Cl2 (10 mL) and 1M NaOH (5 mL). The organic layer was dried over MgSO4 and reduced to a brown oil under reduced pressure. MS (ESI pos. ion) m/z (MH+): 221 (MH+). Calc'd exact mass for C11H12N2OS: 220. Reactants: O=C1N(C=C(C=C1)C=1SC=CC1)CCNC(OC(C)(C)C)=O (tert-butyl 2-(2-oxo-5-(thiophen-2-yl)pyridin-1(2H)-yl)ethylcarbamate), C(=O)(C(F)(F)F)O (TFA). Product: NCCN1C(C=CC(=C1)C=1SC=CC1)=O (1-(2-Aminoethyl)-5-(thiophen-2-yl)pyridin-2(1H)-one). The reactants are S1C=CC2=C1C=CC=C2 (1-benzothiophene), ClC1=CC(=CC=C1)C(=O)OO (m-chloroperbenzoic acid), S(=S)(=O)([O-])[O-].[Na+].[Na+] (sodium thiosulfate). The solvent is O1CCCC1 (tetrahydrofuran). Run at time 1 hour. The product is S1(C=CC2=C1C=CC=C2)(=O)=O (1-Benzothiophene 1,1-dioxide). The yield is 74.0%. As a reaction SMILES: S1[C:5]2[CH:6]=[CH:7][CH:8]=[CH:9][C:4]=2[CH:3]=[CH:2]1.ClC1C=CC=C(C(OO)=O)C=1.[S:21]([O-:25])([O-])(=[O:23])=S.[Na+].[Na+]>O1CCCC1>[S:21]1(=[O:25])(=[O:23])[C:5]2[CH:6]=[CH:7][CH:8]=[CH:9][C:4]=2[CH:3]=[CH:2]1 |f:2.3.4|. Reported procedure: To a solution (120 mL) of 1-benzothiophene (11.2 g) in tetrahydrofuran was added m-chloroperbenzoic acid (70% containing, 43.1 g) at 0° C. and the mixture was stirred at the same temperature for 1 hr, further stirred at room temperature for 1 hr. An aqueous sodium thiosulfate solution (50 mL) was added to the reaction mixture, and the mixture was extracted with ethyl acetate. The extract was washed with 1 mol/L aqueous sodium hydroxide solution, saturated aqueous sodium hydrogencarbonate solutio...